Dataset: the Open Reaction Database (ORD), a public repository of structured organic reaction records. Task: describe an organic reaction: reactants, conditions, products, and yield The reactants are CC(C)(OC(=O)N[C@@H]1C(N(CCCC1)CC(=O)OCC)=O)C ((S)-3-[[(1,1-dimethylethoxy)carbonyl]amino]-2-oxo-hexahydro-1H-azepine-1-acetic acid, ethyl ester), Cl.C(C)(=O)OCC (hydrochloric acid ethyl acetate). Solvent: C(C)(=O)OCC (ethyl acetate). Reaction conditions: time 45 minute. Product: Cl.N[C@@H]1C(N(CCCC1)CC(=O)OCC)=O ((S)-3-Amino-2-oxo-hexahydro-1H-azepine-1-acetic acid, ethyl ester, monohydrochloride). RXN SMILES: CC(C)(OC([NH:7][C@H:8]1[CH2:14][CH2:13][CH2:12][CH2:11][N:10]([CH2:15][C:16]([O:18][CH2:19][CH3:20])=[O:17])[C:9]1=[O:21])=O)C.[ClH:23].C(OCC)(=O)C>C(OCC)(=O)C>[ClH:23].[NH2:7][C@H:8]1[CH2:14][CH2:13][CH2:12][CH2:11][N:10]([CH2:15][C:16]([O:18][CH2:19][CH3:20])=[O:17])[C:9]1=[O:21] |f:1.2,4.5|. Procedure details: A mixture of (S)-3-[[(1,1-dimethylethoxy)carbonyl]amino]-2-oxo-hexahydro-1H-azepine-1-acetic acid, ethyl ester (1.6 g., 5.0 mmole) and ethyl acetate (5 ml.) at 0° (ice bath) is treated with cold saturated hydrochloric acid/ethyl acetate (40 ml.). After stirring for 45 minutes at 0°, nitrogen is passed through the solution to remove excess hydrochloric acid. The ethyl acetate is evaporated and the resulting oil is triturated with ether (3 times) to give 1.1 g. of (S)-3-amino-2-oxo-hexahydro-1H-az... Starting materials: CCCC(NC(C)C(=O)OCc1ccccc1)C(=O)OCC, CCO. The product is CCCC(NC(C)C(=O)O)C(=O)OCC. RXN SMILES: [CH2:1]([c:2]1[cH:3][cH:4][cH:5][cH:6][cH:7]1)[O:8][C:9]([CH:10]([NH:11][CH:12]([CH2:13][CH2:14][CH3:15])[C:16](=[O:17])[O:18][CH2:19][CH3:20])[CH3:21])=[O:22].[CH3:23][CH2:24][OH:25]>>[O:8]=[C:9]([CH:10]([NH:11][CH:12]([CH2:13][CH2:14][CH3:15])[C:16](=[O:17])[O:18][CH2:19][CH3:20])[CH3:21])[OH:22]. Reactants: COC(=O)[C@H](CCSC)NC(C)C(=O)N1[C@H](C(=O)O)CCC1 (N-(1(S)-methoxycarbonyl-3-methylthiopropyl)-DL-alanyl-L-proline), [OH-].[Na+] (sodium hydroxide), methyl ester. The solvent is O (water). Run at time 2 hour. The product is C(=O)(O)[C@H](CCSC)N[C@@H](C)C(=O)N1[C@H](C(=O)O)CCC1 (N-(1(S)-Carboxy-3-Methylthiopropyl)-alanyl-L-proline). RXN SMILES: C[O:2][C:3]([C@@H:5]([NH:10][CH:11]([C:13]([N:15]1[CH2:22][CH2:21][CH2:20][C@H:16]1[C:17]([OH:19])=[O:18])=[O:14])[CH3:12])[CH2:6][CH2:7][S:8][CH3:9])=[O:4].[OH-].[Na+]>O>[C:3]([C@@H:5]([NH:10][C@H:11]([C:13]([N:15]1[CH2:22][CH2:21][CH2:20][C@H:16]1[C:17]([OH:19])=[O:18])=[O:14])[CH3:12])[CH2:6][CH2:7][S:8][CH3:9])([OH:4])=[O:2] |f:1.2|. Procedure details: A solution of N-(1(S)-methoxycarbonyl-3-methylthiopropyl)-DL-alanyl-L-proline (127.5 mg; 0.384 mM) in 2 ml of water is treated under nitrogen with 7.82 ml 0.100 N sodium hydroxide (0.782 mM) and stirred for 21/2 hr. at room temperature. The product is absorbed from the reaction mixture onto 30 ml of Dowex 50 (H+) and eluted with 4% aqueous pyridine to yield 73.5 mg., which is further purified over a LH-B 20 column to yield 55.7 mg. of product. The nmr spectrum in D2O shows S-CH3 at 2.1; CH-CH3 a... Starting materials: C(C)(C)(C)OC(C1=CC=C(C=C1)NC1CCNCC1)=O (4-(Piperidin-4-ylamino)benzoic Acid tert-Butyl Ester), ClC1=NC2=CC(=C(C=C2C(=N1)OC)OC)OC (2-chloro-4,6,7-trimethoxy-quinazoline). The solvent is C(CCCC)O (n-pentanol). Reaction conditions: temperature 120 celsius, time 12 hour. Product: C(C)(C)(C)OC(C1=CC=C(C=C1)NC1CCN(CC1)C1=NC2=CC(=C(C=C2C(N1)=O)OC)OC)=O (4-[1-(6,7-Dimethoxy-4-oxo-3,4-dihydroquinazolin-2-yl) piperidin-4-ylamino]benzoic acid tert-butyl ester). The yield is 32.0%. Reaction SMILES: [C:1]([O:5][C:6](=[O:20])[C:7]1[CH:12]=[CH:11][C:10]([NH:13][CH:14]2[CH2:19][CH2:18][NH:17][CH2:16][CH2:15]2)=[CH:9][CH:8]=1)([CH3:4])([CH3:3])[CH3:2].Cl[C:22]1[N:31]=[C:30]([O:32]C)[C:29]2[C:24](=[CH:25][C:26]([O:36][CH3:37])=[C:27]([O:34][CH3:35])[CH:28]=2)[N:23]=1>C(O)CCCC>[C:1]([O:5][C:6](=[O:20])[C:7]1[CH:12]=[CH:11][C:10]([NH:13][CH:14]2[CH2:19][CH2:18][N:17]([C:22]3[NH:31][C:30](=[O:32])[C:29]4[C:24](=[CH:25][C:26]([O:36][CH3:37])=[C:27]([O:34][CH3:35])[CH:28]=4)[N:23]=3)[CH2:16][CH2:15]2)=[CH:9][CH:8]=1)([CH3:4])([CH3:2])[CH3:3]. Reported procedure: 4-(Piperidin-4-ylamino)benzoic Acid tert-Butyl Ester (49) (0.47 mmol) was added to a solution of 2-chloro-4,6,7-trimethoxy-quinazoline (0.1 g, 0.39 mmol) in n-pentanol (5 mL) at 25° C. The mixture was stirred at 120° C. for 12 h. The reaction mixture was then cooled to room temperature and the desired product was filtered and rinsed with acetone to give 0.06 g (32%) of (15): TLC (Rf =0.30; 5% CH3OH/CH2Cl2); 1H NMR (DMSO) δ 11.24 (s, 1H), 7.61 (d, 2H, J=8.4), 7.26 (s, 1H), 6.76 (s, 1H), 6.60 (d, ...